Task: describe an organic reaction: reactants, conditions, products, and yield. Dataset: the Open Reaction Database (ORD), a public repository of structured organic reaction records Starting materials: C(=O)(C(F)(F)F)O (TFA), NC1=NC=NC2=C1C(N(CCO2)CC2=CC=C(C=C2)OC)=O (4-Amino-6-(4-methoxybenzyl)-7,8-dihydropyrimido[5,4-f][1,4]oxazepin-5(6H)-one), C1(=CC=CC=C1)OC (anisole). Reaction conditions: temperature 90 celsius, time 16 hour. Product: NC1=NC=NC2=C1C(NCCO2)=O (4-Amino-7,8-dihydropyrimido[5,4-f][1,4]oxazepin-5(6H)-one). The yield is 66.7%. As a reaction SMILES: C(O)(C(F)(F)F)=O.[NH2:8][C:9]1[C:14]2[C:15](=[O:29])[N:16](CC3C=CC(OC)=CC=3)[CH2:17][CH2:18][O:19][C:13]=2[N:12]=[CH:11][N:10]=1.C1(OC)C=CC=CC=1>>[NH2:8][C:9]1[C:14]2[C:15](=[O:29])[NH:16][CH2:17][CH2:18][O:19][C:13]=2[N:12]=[CH:11][N:10]=1. Procedure details: TFA (15 mL, 195 mmol) was added to a solution of 100E (2.5 g, 8.32 mmol) in anisole (1 mL, 9.15 mmol) at 0° C., and the mixture was stirred for 2 h at 90° C. for 16 h in sealed-tube. The reaction mixture was concentrated to get the residue and it was triturated with 25 mL (50%) ethyl acetate in hexane to afford to afford title compound (1.0 g, 66.7%) as an off-white-solid. 1H NMR (400 MHz, DMSO-d6-D2O): δ 8.26 (s, 1H), 4.57 (t, J=3.9 Hz, 2H), 3.47 (t, J=4.2 Hz, 2H).